This data is from the Open Reaction Database (ORD), a public repository of structured organic reaction records. The task is: describe an organic reaction: reactants, conditions, products, and yield Reactants: BrC1=CC(=C2C=CC=NC2=C1)F (7-bromo-5-fluoroquinoline), C(C1=CC=CC=C1)(C1=CC=CC=C1)=N (benzophenone imine), C1(=CC=CC=C1)P(C1=C(C2=CC=CC=C2C=C1)C1=C(C=CC2=CC=CC=C12)P(C1=CC=CC=C1)C1=CC=CC=C1)C1=CC=CC=C1 (2,2′-bis(diphenylphosphino)-1,1′-binaphthyl), CC(C)(C)[O-].[Na+] (sodium 2-methylpropan-2-olate). Reagents/catalysts: C=1C=CC(=CC1)/C=C/C(=O)/C=C/C2=CC=CC=C2.C=1C=CC(=CC1)/C=C/C(=O)/C=C/C2=CC=CC=C2.[Pd] (Pd(dba)2). Run in C1(=CC=CC=C1)C (toluene). Run at temperature 110 celsius. The product is C1(=CC=CC=C1)C(=NC1=CC(=C2C=CC=NC2=C1)F)C1=CC=CC=C1 (N-(Diphenylmethylene)-5-Fluoroquinolin-7-Amine). As a reaction SMILES: Br[C:2]1[CH:11]=[C:10]2[C:5]([CH:6]=[CH:7][CH:8]=[N:9]2)=[C:4]([F:12])[CH:3]=1.[C:13](=[NH:26])([C:20]1[CH:25]=[CH:24][CH:23]=[CH:22][CH:21]=1)[C:14]1[CH:19]=[CH:18][CH:17]=[CH:16][CH:15]=1.C1(P(C2C=CC=CC=2)C2C=CC3C(=CC=CC=3)C=2C2C3C(=CC=CC=3)C=CC=2P(C2C=CC=CC=2)C2C=CC=CC=2)C=CC=CC=1.CC([O-])(C)C.[Na+]>C1(C)C=CC=CC=1.C1C=CC(/C=C/C(/C=C/C2C=CC=CC=2)=O)=CC=1.C1C=CC(/C=C/C(/C=C/C2C=CC=CC=2)=O)=CC=1.[Pd]>[C:20]1([C:13]([C:14]2[CH:15]=[CH:16][CH:17]=[CH:18][CH:19]=2)=[N:26][C:2]2[CH:11]=[C:10]3[C:5]([CH:6]=[CH:7][CH:8]=[N:9]3)=[C:4]([F:12])[CH:3]=2)[CH:21]=[CH:22][CH:23]=[CH:24][CH:25]=1 |f:3.4,6.7.8|. Procedure: A mixture of 7-bromo-5-fluoroquinoline (128 mg, 0.566 mmol), benzophenone imine (0.143 mL, 0.849 mmol, Aldrich), Pd(dba)2 (32.6 mg, 0.057 mmol, Strem), 2,2′-bis(diphenylphosphino)-1,1′-binaphthyl (70.5 mg, 0.113 mmol, Aldrich) and sodium 2-methylpropan-2-olate (82 mg, 0.849 mmol, Aldrich) in toluene (4 mL) was stirred at 110° C. for Reactants: Br (hydrobromic acid), N(=O)[O-].[Na+] (sodium nitrite), C(C=C)(=O)OCC (ethyl acrylate), NC=1C=CC(=C(C(=O)NCC2=CC=C(C=C2)C(F)(F)F)C1)OC (5-Amino-2-methoxy-N-[[4-(trifluoromethyl)phenyl]-methyl]benzamide), C(O)([O-])=O.[Na+] (sodium hydrogencarbonate). Reagents/catalysts: [Cu]=O (copper oxide). Solvent: O (water), CO (methanol), CC(=O)C (acetone). Yields the product BrC(C(=O)OCC)CC1=CC(=C(C=C1)OC)C(NCC1=CC=C(C=C1)C(F)(F)F)=O (Ethyl 2-bromo-3-[4-methoxy-3-[N-[[4-(trifluoromethyl)phenyl]methyl]carbamoyl]phenyl]propanoate). The yield is 71.0%. RXN SMILES: N[C:2]1[CH:3]=[CH:4][C:5]([O:22][CH3:23])=[C:6]([CH:21]=1)[C:7]([NH:9][CH2:10][C:11]1[CH:16]=[CH:15][C:14]([C:17]([F:20])([F:19])[F:18])=[CH:13][CH:12]=1)=[O:8].[BrH:24].N([O-])=O.[Na+].[C:29]([O:33][CH2:34][CH3:35])(=[O:32])[CH:30]=[CH2:31].C(=O)([O-])O.[Na+]>[Cu]=O.O.CO.CC(C)=O>[Br:24][CH:30]([CH2:31][C:2]1[CH:3]=[CH:4][C:5]([O:22][CH3:23])=[C:6]([C:7](=[O:8])[NH:9][CH2:10][C:11]2[CH:16]=[CH:15][C:14]([C:17]([F:20])([F:19])[F:18])=[CH:13][CH:12]=2)[CH:21]=1)[C:29]([O:33][CH2:34][CH3:35])=[O:32] |f:2.3,5.6|. Reported procedure: 5-Amino-2-methoxy-N-[[4-(trifluoromethyl)phenyl]-methyl]benzamide (7.00 g, 21.6 mmol), 85 ml of acetone and 34 ml of methanol were mixed, which was cooled with ice. Under stirring, 17.5 ml of 47% hydrobromic acid, sodium nitrite (1.65 g, 23.9 mmol) and 6.2 ml of water were added and the mixture was stirred for 10 minutes. Next, ethyl acrylate (13.4 ml, 128 mmol) and copper oxide (I) (416 mg, 2.91 mmol) were added at room temperature. After stirring for 30 minutes, the reaction mixture was poured... Starting materials: Cl (HCl), Cl.Cl.C(CCC)C=1N=NC(=CC1C=1C=CC(=C(C1)NS(=O)(=O)C)OC1CCCCC1)OC1CCN(CC1)C (N-{5-[3-butyl-6-(1-methyl-piperidin-4-yloxy)-pyridazin-4-yl]-2-cyclohexyloxy-phenyl}-methanesulfonamide dihydrochloride), C(C(C)C)Br (isobutyl bromide), C([O-])([O-])=O.[K+].[K+] (potassium carbonate). Run in CCOCC (ether), CN(C)C=O (DMF), C(Cl)Cl (DCM), O.CCOC(=O)C (water EtOAc). Conditions: temperature 90 celsius, time 2 hour. Yields the product Cl.Cl.C(CCC)C=1N=NC(=CC1C=1C=CC(=C(C1)N(S(=O)(=O)C)CC(C)C)OC1CCCCC1)OC1CCN(CC1)C (N-{5-[3-butyl-6-(1-methyl-piperidin-4-yloxy)-pyridazin-4-yl]-2-cyclohexyloxy-phenyl}-N-isobutyl-methanesulfonamide dihydrochloride). Isolated yield 117.7%. As a reaction SMILES: [ClH:1].Cl.[CH2:3]([C:7]1[N:8]=[N:9][C:10]([O:31][CH:32]2[CH2:37][CH2:36][N:35]([CH3:38])[CH2:34][CH2:33]2)=[CH:11][C:12]=1[C:13]1[CH:14]=[CH:15][C:16]([O:24][CH:25]2[CH2:30][CH2:29][CH2:28][CH2:27][CH2:26]2)=[C:17]([NH:19][S:20]([CH3:23])(=[O:22])=[O:21])[CH:18]=1)[CH2:4][CH2:5][CH3:6].[CH2:39](Br)[CH:40]([CH3:42])[CH3:41].C(=O)([O-])[O-].[K+].[K+].Cl>CN(C=O)C.O.CCOC(C)=O.C(Cl)Cl.CCOCC>[ClH:1].[ClH:1].[CH2:3]([C:7]1[N:8]=[N:9][C:10]([O:31][CH:32]2[CH2:37][CH2:36][N:35]([CH3:38])[CH2:34][CH2:33]2)=[CH:11][C:12]=1[C:13]1[CH:14]=[CH:15][C:16]([O:24][CH:25]2[CH2:30][CH2:29][CH2:28][CH2:27][CH2:26]2)=[C:17]([N:19]([CH2:39][CH:40]([CH3:42])[CH3:41])[S:20]([CH3:23])(=[O:21])=[O:22])[CH:18]=1)[CH2:4][CH2:5][CH3:6] |f:0.1.2,4.5.6,9.10,13.14.15|. Procedure details: To a solution of N-{5-[3-butyl-6-(1-methyl-piperidin-4-yloxy)-pyridazin-4-yl]-2-cyclohexyloxy-phenyl}-methanesulfonamide dihydrochloride (0.1 mmol, 59 mg) in DMF (1.0 mL) was added isobutyl bromide (0.2 mmol, 22 μL), and potassium carbonate (0.4 mmol, 56 mg). And the mixture was stirred at 90° C. for 2 hours. It was then diluted with water/EtOAc. The solvent was removed in vacuo and the residue was purified by silica gel chromatography (DCM to DCM+10% 2N NH3 in MeOH) to give a colorless sticky s...